Dataset: the Open Reaction Database (ORD), a public repository of structured organic reaction records. Task: describe an organic reaction: reactants, conditions, products, and yield The reactants are CCCC[N+](CCCC)(CCCC)CCCC, [F-], C1CCOC1, O=S(=O)(c1ccccc1)n1cc(Cc2ccc(NCc3ccc(C(F)(F)F)nc3)nc2)c2c(C3CCCC3)ncnc21. Product: FC(F)(F)c1ccc(CNc2ccc(Cc3c[nH]c4ncnc(C5CCCC5)c34)cn2)cn1. As a reaction SMILES: [CH2:44]([N+:45]([CH2:46][CH2:47][CH2:48][CH3:49])([CH2:50][CH2:51][CH2:52][CH3:53])[CH2:54][CH2:55][CH2:56][CH3:57])[CH2:58][CH2:59][CH3:60].[F-:43].[O:61]1[CH2:62][CH2:63][CH2:64][CH2:65]1.[c:1]1([S:2](=[O:3])(=[O:4])[n:10]2[cH:11][c:12]([CH2:24][c:25]3[cH:26][cH:27][c:28]([NH:31][CH2:32][c:33]4[cH:34][n:35][c:36]([C:39]([F:40])([F:41])[F:42])[cH:37][cH:38]4)[n:29][cH:30]3)[c:13]3[c:14]2[n:15][cH:16][n:17][c:18]3[CH:19]2[CH2:20][CH2:21][CH2:22][CH2:23]2)[cH:5][cH:6][cH:7][cH:8][cH:9]1>>[nH:10]1[cH:11][c:12]([CH2:24][c:25]2[cH:26][cH:27][c:28]([NH:31][CH2:32][c:33]3[cH:34][n:35][c:36]([C:39]([F:40])([F:41])[F:42])[cH:37][cH:38]3)[n:29][cH:30]2)[c:13]2[c:14]1[n:15][cH:16][n:17][c:18]2[CH:19]1[CH2:20][CH2:21][CH2:22][CH2:23]1. The reactants are CCCCCC, CN(C)C=O, [Cl-], [H-], COC(=O)Cc1cc(Cl)cn1CCI, [Na+], [Na+]. The product is COC(=O)C1CCn2cc(Cl)cc21. As a reaction SMILES: [CH3:19][CH2:20][CH2:21][CH2:22][CH2:23][CH3:24].[CH3:25][N:26]([CH3:27])[CH:28]=[O:29].[Cl-:18].[H-:1].[I:3][CH2:4][CH2:5][n:6]1[c:7]([CH2:12][C:13](=[O:14])[O:15][CH3:16])[cH:8][c:9]([Cl:11])[cH:10]1.[Na+:17].[Na+:2]>>[CH2:4]1[CH2:5][n:6]2[c:7]([cH:8][c:9]([Cl:11])[cH:10]2)[CH:12]1[C:13](=[O:14])[O:15][CH3:16]. Starting materials: [BH4-].[Na+] (NaBH4), COC([C@@H](NC(C1=C(C=CC=C1Cl)Cl)=O)CC1=CC=C(C=C1)C1=C(SC=C1)C=O)=O (N-(2,6-Dichlorobenzoyl)-4-(2-formyl-3-thienyl)-L-phenylalanine methyl ester). Yields the product ClC1=C(C(=O)N[C@@H](CC2=CC=C(C=C2)C2=C(SC=C2)CO)C(=O)O)C(=CC=C1)Cl (N-(2,6-Dichlorobenzoyl)-4-(2-hydroxymethyl-3-thienyl)-L-phenylalanine). RXN SMILES: [BH4-].[Na+].C[O:4][C:5](=[O:32])[C@H:6]([CH2:18][C:19]1[CH:24]=[CH:23][C:22]([C:25]2[CH:29]=[CH:28][S:27][C:26]=2[CH:30]=[O:31])=[CH:21][CH:20]=1)[NH:7][C:8](=[O:17])[C:9]1[C:14]([Cl:15])=[CH:13][CH:12]=[CH:11][C:10]=1[Cl:16]>>[Cl:16][C:10]1[CH:11]=[CH:12][CH:13]=[C:14]([Cl:15])[C:9]=1[C:8]([NH:7][C@H:6]([C:5]([OH:32])=[O:4])[CH2:18][C:19]1[CH:24]=[CH:23][C:22]([C:25]2[CH:29]=[CH:28][S:27][C:26]=2[CH2:30][OH:31])=[CH:21][CH:20]=1)=[O:17] |f:0.1|. Procedure details: The title compound was prepared by NaBH4 reduction of N-(2,6-Dichlorobenzoyl)-4-(2-formyl-3-thienyl)-L-phenylalanine methyl ester followed by hydrolysis as described in Example 50. ESMS m/z 472 (M+-Na), 448 (M−H)−. The reactants are Cl (hydrochloric acid), OC1(CCC2=CC=CC=C12)C1=CC=NC=C1 (1-hydroxy-1-pyridin-4-yl-indane). The reagents and catalysts are [Pt]=O (platinum oxide). Run in C(C)O (Ethanol). Product: Cl.C1(CCC2=CC=CC=C12)C1CCNCC1 (4-Indan-1-yl-piperidine Monohydrochloride). RXN SMILES: [ClH:1].O[C:3]1([C:12]2[CH:17]=[CH:16][N:15]=[CH:14][CH:13]=2)[C:11]2[C:6](=[CH:7][CH:8]=[CH:9][CH:10]=2)[CH2:5][CH2:4]1>[Pt]=O.C(O)C>[ClH:1].[CH:3]1([CH:12]2[CH2:17][CH2:16][NH:15][CH2:14][CH2:13]2)[C:11]2[C:6](=[CH:7][CH:8]=[CH:9][CH:10]=2)[CH2:5][CH2:4]1 |f:4.5|. Reported procedure: Ethanol (20 ml), concentrated hydrochloric acid (0.5 ml) and platinum oxide (50 mg) were added to 1-hydroxy-1-pyridin-4-yl-indane (540 mg, 2.6 mmol), and catalytic reduction was carried out at ordinary temperature under ordinary pressure to obtain 420 mg (2.1 mmol, 62% in yield) of the title compound as crystals. Starting materials: Cc1nc(N2CCN(C)CC2)c2nnnn2c1Br, O=C([O-])[O-], C1COCCO1, [Cs+], [Cs+], O, c1ccc(P(c2ccccc2)(c2ccccc2)[Pd](P(c2ccccc2)(c2ccccc2)c2ccccc2)(P(c2ccccc2)(c2ccccc2)c2ccccc2)P(c2ccccc2)(c2ccccc2)c2ccccc2)cc1, OB(O)c1cccs1. Product: Cc1nc(N2CCN(C)CC2)c2nnnn2c1-c1cccs1. RXN SMILES: [Br:1][c:2]1[c:3]([CH3:18])[n:4][c:5]([N:11]2[CH2:12][CH2:13][N:14]([CH3:17])[CH2:15][CH2:16]2)[c:6]2[n:7]1[n:8][n:9][n:10]2.[C:27](=[O:28])([O-:29])[O-:30].[CH2:33]1[O:34][CH2:35][CH2:36][O:37][CH2:38]1.[Cs+:31].[Cs+:32].[OH2:116].[cH:39]1[cH:40][cH:41][c:42]([P:43]([Pd:44]([P:45]([c:46]2[cH:47][cH:48][cH:49][cH:50][cH:51]2)([c:52]2[cH:53][cH:54][cH:55][cH:56][cH:57]2)[c:58]2[cH:59][cH:60][cH:61][cH:62][cH:63]2)([P:64]([c:65]2[cH:66][cH:67][cH:68][cH:69][cH:70]2)([c:71]2[cH:72][cH:73][cH:74][cH:75][cH:76]2)[c:77]2[cH:78][cH:79][cH:80][cH:81][cH:82]2)[P:83]([c:84]2[cH:85][cH:86][cH:87][cH:88][cH:89]2)([c:90]2[cH:91][cH:92][cH:93][cH:94][cH:95]2)[c:96]2[cH:97][cH:98][cH:99][cH:100][cH:101]2)([c:102]2[cH:103][cH:104][cH:105][cH:106][cH:107]2)[c:108]2[cH:109][cH:110][cH:111][cH:112][cH:113]2)[cH:114][cH:115]1.[s:19]1[c:20]([B:24]([OH:25])[OH:26])[cH:21][cH:22][cH:23]1>>[c:2]1(-[c:20]2[s:19][cH:23][cH:22][cH:21]2)[c:3]([CH3:18])[n:4][c:5]([N:11]2[CH2:12][CH2:13][N:14]([CH3:17])[CH2:15][CH2:16]2)[c:6]2[n:7]1[n:8][n:9][n:10]2. Starting materials: ClCCl, COc1ccccc1-n1nc(Sc2ccc(Cl)cc2)c(C)c(C#N)c1=O, O=C(OO)c1cccc(Cl)c1. Product: COc1ccccc1-n1nc(S(=O)c2ccc(Cl)cc2)c(C)c(C#N)c1=O. RXN SMILES: [CH2:38]([Cl:39])[Cl:40].[Cl:1][c:2]1[cH:3][cH:4][c:5]([S:8][c:9]2[c:10]([CH3:26])[c:11]([C:24]#[N:25])[c:12](=[O:23])[n:13](-[c:15]3[c:16]([O:21][CH3:22])[cH:17][cH:18][cH:19][cH:20]3)[n:14]2)[cH:6][cH:7]1.[OH:27][O:28][C:29]([c:30]1[cH:31][c:32]([Cl:33])[cH:34][cH:35][cH:36]1)=[O:37]>>[Cl:1][c:2]1[cH:3][cH:4][c:5]([S:8]([c:9]2[c:10]([CH3:26])[c:11]([C:24]#[N:25])[c:12](=[O:23])[n:13](-[c:15]3[c:16]([O:21][CH3:22])[cH:17][cH:18][cH:19][cH:20]3)[n:14]2)=[O:27])[cH:6][cH:7]1. Starting materials: BrB(Br)Br, C1=CCCCC1, ClCCl, COc1cccc(S(=O)(=O)N2c3cc(F)ccc3-c3ccccc3C2C)c1. Yields the product CC1c2ccccc2-c2ccc(F)cc2N1S(=O)(=O)c1cccc(O)c1. Reaction SMILES: [B:34]([Br:35])([Br:36])[Br:37].[CH2:28]1[CH2:29][CH:30]=[CH:31][CH2:32][CH2:33]1.[Cl:38][CH2:39][Cl:40].[F:1][c:2]1[cH:3][cH:4][c:5]2[c:14]([cH:15]1)[N:13]([S:16](=[O:17])(=[O:18])[c:19]1[cH:20][c:21]([O:25][CH3:26])[cH:22][cH:23][cH:24]1)[CH:12]([CH3:27])[c:11]1[c:6]-2[cH:7][cH:8][cH:9][cH:10]1>>[F:1][c:2]1[cH:3][cH:4][c:5]2[c:14]([cH:15]1)[N:13]([S:16](=[O:17])(=[O:18])[c:19]1[cH:20][c:21]([OH:25])[cH:22][cH:23][cH:24]1)[CH:12]([CH3:27])[c:11]1[c:6]-2[cH:7][cH:8][cH:9][cH:10]1. The solvent is ClC(Cl)(Cl)Cl (tetrachloromethane). The product is BrC1=C(NC=2C1=NC=CC2)C2=CC=NC=C2 (3-Bromo-2-pyridin-4-yl-1H-pyrrolo[3,2-b]pyridine). Reactants: BrN1C(CCC1=O)=O (N-bromosuccinimide), N1=CC=C(C=C1)C1=CC2=NC=CC=C2N1 (2-pyridin-4-yl-1H-pyrrolo[3,2-b]pyridine). Run at temperature 50 celsius, time 5 hour. Reported procedure: 800 mg of N-bromosuccinimide (4 mmole) is added to a solution of 720 mg (3.7 mmoles) of 2-pyridin-4-yl-1H-pyrrolo[3,2-b]pyridine in tetrachloromethane. The brown reaction mixture is stirred 5 hours at 50° C. and concentrated. The brown residue is purified by chromatography on silica gel (ethylacetate/methanol 9/1) to give 650 mg of 3-Bromo-2-pyridin-4-yl-1H-pyrrolo[3,2-b]pyridine as white crystals. Reaction SMILES: [Br:1]N1C(=O)CCC1=O.[N:9]1[CH:14]=[CH:13][C:12]([C:15]2[NH:23][C:22]3[C:17](=[N:18][CH:19]=[CH:20][CH:21]=3)[CH:16]=2)=[CH:11][CH:10]=1>ClC(Cl)(Cl)Cl>[Br:1][C:16]1[C:17]2=[N:18][CH:19]=[CH:20][CH:21]=[C:22]2[NH:23][C:15]=1[C:12]1[CH:13]=[CH:14][N:9]=[CH:10][CH:11]=1. Isolated yield 64.1%. The reactants are SC1=NC(=CC=C1C#N)C (2-mercapto-3-cyano-6-methylpyridine), C[O-].[Na+] (sodium methoxide), ClCC#N (chloroacetonitrile). The solvent is CO (methanol), CO (MeOH). Product: NC1=C(SC2=NC(=CC=C21)C)C#N (3-Amino-2-cyano-6-methylthieno[2,3-b]pyridine). As a reaction SMILES: [SH:1][C:2]1[C:7]([C:8]#[N:9])=[CH:6][CH:5]=[C:4]([CH3:10])[N:3]=1.C[O-].[Na+].Cl[CH2:15][C:16]#[N:17]>CO>[NH2:9][C:8]1[C:7]2[C:2](=[N:3][C:4]([CH3:10])=[CH:5][CH:6]=2)[S:1][C:15]=1[C:16]#[N:17] |f:1.2|. Procedure: To a solution of 7.5 g. (0.05 mole) of 2-mercapto-3-cyano-6-methylpyridine in 200 ml. of MeOH was added 5.4 g. (0.1 M) sodium methoxide. Stirring was continued until all dissolved. 8.0 g. (0.1 M) of chloroacetonitrile in 20 ml. methanol was then added and the mixture was refluxed for 6 hours. After removal of the solvent, the residue was diluted with water and filtered. The crude product was crystallized from methanol, m.p. 241°-242° C. (Offin No. 2,241,717 in 3/4/74 reported m.p. 241°-243°). Reactants: C(C(C)C)=NCC1=CC(=CC=C1)OC1=CC=CC=C1 (N-isobutylidene-3-phenoxybenzylamine), Cl (hydrochloric acid), O (water), potassium tert-butylate. Run in C1(=CC=CC=C1)C (toluene). The product is O(C1=CC=CC=C1)C=1C=C(C=O)C=CC1 (3-phenoxybenzaldehyde). The yield is 91.0%. Reaction SMILES: C(=N[CH2:6][C:7]1[CH:12]=[CH:11][CH:10]=[C:9]([O:13][C:14]2[CH:19]=[CH:18][CH:17]=[CH:16][CH:15]=2)[CH:8]=1)C(C)C.Cl.[OH2:21]>C1(C)C=CC=CC=1>[O:13]([C:9]1[CH:8]=[C:7]([CH:12]=[CH:11][CH:10]=1)[CH:6]=[O:21])[C:14]1[CH:19]=[CH:18][CH:17]=[CH:16][CH:15]=1. Procedure: 80 g (0.316 mol) of N-isobutylidene-3-phenoxybenzylamine is dissolved in 80 ml of toluene; to the solution is then added 4 g (0.036 mol) of potassium-tert-butylate, and the mixture is refluxed for 4 hours. After cooling of the reaction mixture, 35 g of 37% hydrochloric acid (about 0.35 mol) and 50 ml of water are added, and the toluene phase is separated. The toluene is distilled off to leave 57 g (0.288 mol) of 3-phenoxybenzaldehyde, corresponding to a yield of 91% of theory.